This data is from the Open Reaction Database (ORD), a public repository of structured organic reaction records. The task is: describe an organic reaction: reactants, conditions, products, and yield Starting materials: FC1=CC=C(C(C2=CC=C(C=C2)F)O)C=C1 (4,4′-Diflourobenzhydrol), C(=O)([O-])[O-].[K+].[K+] (K2CO3), ligand 1. Reagents/catalysts: C=1C=CC(=CC1)/C=C/C(=O)/C=C/C2=CC=CC=C2.C=1C=CC(=CC1)/C=C/C(=O)/C=C/C2=CC=CC=C2.[Pd] (Pd(dba)2). Conditions: temperature 105 celsius. Product: FC1=CC=C(C(=O)C2=CC=C(C=C2)F)C=C1 (4,4′-Diflourobenzophenone). The yield is 98.5%. Reaction SMILES: [F:1][C:2]1[CH:16]=[CH:15][C:5]([CH:6]([OH:14])[C:7]2[CH:12]=[CH:11][C:10]([F:13])=[CH:9][CH:8]=2)=[CH:4][CH:3]=1.C([O-])([O-])=O.[K+].[K+]>C1C=CC(/C=C/C(/C=C/C2C=CC=CC=2)=O)=CC=1.C1C=CC(/C=C/C(/C=C/C2C=CC=CC=2)=O)=CC=1.[Pd]>[F:1][C:2]1[CH:16]=[CH:15][C:5]([C:6]([C:7]2[CH:12]=[CH:11][C:10]([F:13])=[CH:9][CH:8]=2)=[O:14])=[CH:4][CH:3]=1 |f:1.2.3,4.5.6|. Procedure details: A schlenk tube containing the mixture of 4,4′-Diflourobenzhydrol (220 mg, 1.0 mmol), K2CO3 (276 mg, 2.0 mmol), Pd(dba)2 (6 mg, 10 μmol) and ligand 1 (10 mg, 30 μmol) was degassed thoroughly under vacuum and purged with Ar. Chlorobenzene (0.15 mL) and toluene (4 mL) were added to the schlenk. The mixture was heated at 105° C. for 12 h. The reaction was taken up in ether (100 mL) and washed with H2O (30 mL) and brine (30 mL). The organic phase was dried over MgSO4, filtered and concentrated under ...